describe an organic reaction: reactants, conditions, products, and yield From a dataset of the Open Reaction Database (ORD), a public repository of structured organic reaction records. Reactants: CN1CCNCC1 (1-Methylpiperazine), FC1=CC(=C(C=C1[N+](=O)[O-])NC1=NC=C(C(=N1)C1=CN(C2=CC=CC=C12)C)C)OC (N-(4-fluoro-2-methoxy-5-nitrophenyl)-5-methyl-4-(1-methylindol-3-yl)pyrimidin-2-amine), FC1=CC(=C(C=C1[N+](=O)[O-])NC1=NC=C(C(=N1)C1=CN(C2=CC=CC=C12)C)C)OC (N-(4-fluoro-2-methoxy-5-nitrophenyl)-5-methyl-4-(1-methylindol-3-yl)pyrimidin-2-amine). The solvent is FC(CO)(F)F (2,2,2-trifluoroethanol), C(C)O (ethanol). Reaction conditions: temperature 120 celsius. Product: COC1=C(C=C(C(=C1)N1CCN(CC1)C)[N+](=O)[O-])NC1=NC=C(C(=N1)C1=CN(C2=CC=CC=C12)C)C (N-[2-Methoxy-4-(4-methylpiperazin-1-yl)-5-nitrophenyl]-5-methyl-4-(1-methylindol-3-yl)pyrimidin-2-amine). Yield: 62.3%. RXN SMILES: [CH3:1][N:2]1[CH2:7][CH2:6][NH:5][CH2:4][CH2:3]1.F[C:9]1[C:14]([N+:15]([O-:17])=[O:16])=[CH:13][C:12]([NH:18][C:19]2[N:24]=[C:23]([C:25]3[C:33]4[C:28](=[CH:29][CH:30]=[CH:31][CH:32]=4)[N:27]([CH3:34])[CH:26]=3)[C:22]([CH3:35])=[CH:21][N:20]=2)=[C:11]([O:36][CH3:37])[CH:10]=1>FC(F)(F)CO.C(O)C>[CH3:37][O:36][C:11]1[CH:10]=[C:9]([N:5]2[CH2:6][CH2:7][N:2]([CH3:1])[CH2:3][CH2:4]2)[C:14]([N+:15]([O-:17])=[O:16])=[CH:13][C:12]=1[NH:18][C:19]1[N:24]=[C:23]([C:25]2[C:33]3[C:28](=[CH:29][CH:30]=[CH:31][CH:32]=3)[N:27]([CH3:34])[CH:26]=2)[C:22]([CH3:35])=[CH:21][N:20]=1. Procedure: 1-Methylpiperazine (0.453 mL, 4.08 mmol) was added to a suspension of N-(4-fluoro-2-methoxy-5-nitrophenyl)-5-methyl-4-(1-methylindol-3-yl)pyrimidin-2-amine (Intermediate 79, 554 mg, 1.36 mmol) in 2,2,2-trifluoroethanol (10 mL). The mixture was heated in a microwave at 120° C. for 1 h. The mixture was then concentrated in vacuo and the residue was dissolved in CH2Cl2 (50 mL). This solution was washed water (2×50 mL) and sat. brine (50 mL), then dried (MgSO4) and concentrated in vacuo. Purificatio... Starting materials: CON=C(C(=O)NC1C(=O)N2C1SCC(O)C2C(=O)O)C1(CBr)OCCO1, CC(=O)O. Product: CON=C(C(=O)CBr)C(=O)NC1C(=O)N2C1SCC(O)C2C(=O)O. Reaction SMILES: [CH3:1][O:2][N:3]=[C:4]([C:5](=[O:6])[NH:7][CH:8]1[CH:9]2[N:10]([CH:11]([C:16](=[O:17])[OH:18])[CH:12]([OH:15])[CH2:13][S:14]2)[C:19]1=[O:20])[C:21]1([CH2:22][Br:23])[O:24][CH2:27][CH2:26][O:25]1.[CH3:28][C:29](=[O:30])[OH:31]>>[CH3:1][O:2][N:3]=[C:4]([C:5](=[O:6])[NH:7][CH:8]1[CH:9]2[N:10]([CH:11]([C:16](=[O:17])[OH:18])[CH:12]([OH:15])[CH2:13][S:14]2)[C:19]1=[O:20])[C:21]([CH2:22][Br:23])=[O:24]. Reactants: O (water), NC1=C(C=CC=C1)N (1,2-Diaminobenzene), S(=O)(=O)([O-])S(=O)[O-].[Na+].[Na+] (sodium metabisulfite), C(=O)C1=CC=C(C=C1)C1CN(CCO1)C(=O)OC(C)(C)C (tert-Butyl 2-(4-formylphenyl)morpholine-4-carboxylate). Solvent: CC(=O)N(C)C (dimethylacetamide). Reaction conditions: temperature 90 celsius, time 8 hour. The product is N1C(=NC2=C1C=CC=C2)C2=CC=C(C=C2)C2CN(CCO2)C(=O)OC(C)(C)C (tert-Butyl 2-(4-(1H-benzo[d]imidazol-2-yl)phenyl)morpholine-4-carboxylate). Yield: 85.2%. RXN SMILES: [CH:1]([C:3]1[CH:8]=[CH:7][C:6]([CH:9]2[O:14][CH2:13][CH2:12][N:11]([C:15]([O:17][C:18]([CH3:21])([CH3:20])[CH3:19])=[O:16])[CH2:10]2)=[CH:5][CH:4]=1)=O.[NH2:22][C:23]1[CH:28]=[CH:27][CH:26]=[CH:25][C:24]=1[NH2:29].S(S([O-])=O)([O-])(=O)=O.[Na+].[Na+].O>CC(N(C)C)=O>[NH:22]1[C:23]2[CH:28]=[CH:27][CH:26]=[CH:25][C:24]=2[N:29]=[C:1]1[C:3]1[CH:8]=[CH:7][C:6]([CH:9]2[O:14][CH2:13][CH2:12][N:11]([C:15]([O:17][C:18]([CH3:21])([CH3:20])[CH3:19])=[O:16])[CH2:10]2)=[CH:5][CH:4]=1 |f:2.3.4|. Reported procedure: tert-Butyl 2-(4-formylphenyl)morpholine-4-carboxylate (300 mg, 1.03 mmol) was dissolved in dimethylacetamide (4.5 ml). 1,2-Diaminobenzene (134 mg, 1.24 mmol) and sodium metabisulfite (294 mg, 1.54 mmol) were added and the reaction mixture was stirred at 90° C. overnight. After cooling, the reaction mixture was poured into water and extracted with ethyl acetate. The organic layer was dried over MgSO4 and evaporated. The crude material was purified by flash chromatography (20 g silica gel, 40 to 7... The reactants are O=N[O-], Cc1cc(N)nc(Br)c1, [Na+], O, O=S(=O)(O)O. The product is Cc1cc(O)nc(Br)c1. RXN SMILES: [N:15]([O-:16])=[O:17].[NH2:1][c:2]1[cH:3][c:4]([CH3:9])[cH:5][c:6]([Br:8])[n:7]1.[Na+:18].[OH2:19].[S:10]([OH:11])(=[O:12])(=[O:13])[OH:14]>>[c:2]1([OH:11])[cH:3][c:4]([CH3:9])[cH:5][c:6]([Br:8])[n:7]1. The reactants are CO, O=C(N1CC2CC(C1)c1cc([N+](=O)[O-])c(O)cc12)C(F)(F)F. The product is Nc1cc2c(cc1O)C1CC2CN(C(=O)C(F)(F)F)C1. RXN SMILES: [CH3:23][OH:24].[F:1][C:2]([C:3](=[O:4])[N:5]1[CH2:6][CH:7]2[c:8]3[cH:9][c:10]([N+:18]([O-:19])=[O:20])[c:11]([OH:17])[cH:12][c:13]3[CH:14]([CH2:15]1)[CH2:16]2)([F:21])[F:22]>>[F:1][C:2]([C:3](=[O:4])[N:5]1[CH2:6][CH:7]2[c:8]3[cH:9][c:10]([NH2:18])[c:11]([OH:17])[cH:12][c:13]3[CH:14]([CH2:15]1)[CH2:16]2)([F:21])[F:22]. Starting materials: BrC=1C=CC2=C(C1)C=1CN(CCC1O2)C(=O)OC(C)(C)C (tert-butyl 8-bromo-3,4-dihydrobenzofuro[3,2-c]pyridine-2(1H)-carboxylate), COC1=CC=C(C=C1)S(=O)[O-].[Na+] (sodium 4-methoxybenzenesulfinate). Yields the product COC1=CC=C(C=C1)S(=O)(=O)C=1C=CC2=C(C1)C=1CN(CCC1O2)C(=O)OC(C)(C)C (tert-butyl 8-(4-methoxyphenylsulfonyl)-3,4-dihydrobenzofuro[3,2-c]pyridine-2(1H)-carboxylate). Isolated yield 41.0%. RXN SMILES: Br[C:2]1[CH:3]=[CH:4][C:5]2[O:14][C:13]3[CH2:12][CH2:11][N:10]([C:15]([O:17][C:18]([CH3:21])([CH3:20])[CH3:19])=[O:16])[CH2:9][C:8]=3[C:6]=2[CH:7]=1.[CH3:22][O:23][C:24]1[CH:29]=[CH:28][C:27]([S:30]([O-:32])=[O:31])=[CH:26][CH:25]=1.[Na+]>>[CH3:22][O:23][C:24]1[CH:25]=[CH:26][C:27]([S:30]([C:2]2[CH:3]=[CH:4][C:5]3[O:14][C:13]4[CH2:12][CH2:11][N:10]([C:15]([O:17][C:18]([CH3:21])([CH3:20])[CH3:19])=[O:16])[CH2:9][C:8]=4[C:6]=3[CH:7]=2)(=[O:32])=[O:31])=[CH:28][CH:29]=1 |f:1.2|. Reported procedure: The product of Example 29, step B and sodium 4-methoxybenzenesulfinate were coupled using the procedure of Example 29, step C. Purification by flash column chromatography (SiO2, 4:1 hexane/ethyl acetate) provided tert-butyl 8-(4-methoxyphenylsulfonyl)-3,4-dihydrobenzofuro[3,2-c]pyridine-2(1H)-carboxylate (221 mg, 41%) as a light-yellow solid: 1H NMR (CDCl3, 300 MHz) δ 8.05 (s, 1H), 7.90-7.86 (m, 2H), 7.79 (d, J=9.0 Hz, 1H), 7.48 (d, J=8.7 Hz, 1H), 6.98-6.91 (m, 2H), 4.56 (s, 2H), 3.83 (m, 5H), 2...